This data is from the Open Reaction Database (ORD), a public repository of structured organic reaction records. The task is: describe an organic reaction: reactants, conditions, products, and yield The reactants are CCCCCCCCCCCCOC(C)c1ccc(C(=O)OCc2ccccc2)cc1, CO, CCOC(C)=O. Yields the product CCCCCCCCCCCCOC(C)c1ccc(C(=O)O)cc1. Reaction SMILES: [CH2:1]([CH2:2][CH2:3][CH2:4][CH2:5][CH2:6][CH2:7][CH2:8][CH2:9][CH2:10][CH2:11][CH3:12])[O:13][CH:14]([CH3:15])[c:16]1[cH:17][cH:18][c:19]([C:20](=[O:21])[O:22][CH2:23][c:24]2[cH:25][cH:26][cH:27][cH:28][cH:29]2)[cH:30][cH:31]1.[CH3:32][OH:33].[CH3:34][CH2:35][O:36][C:37](=[O:38])[CH3:39]>>[CH2:1]([CH2:2][CH2:3][CH2:4][CH2:5][CH2:6][CH2:7][CH2:8][CH2:9][CH2:10][CH2:11][CH3:12])[O:13][CH:14]([CH3:15])[c:16]1[cH:17][cH:18][c:19]([C:20](=[O:21])[OH:22])[cH:30][cH:31]1. Reactants: CC(=O)Nc1cc(C(F)(F)F)c(-n2cnnc2)cc1C(=O)O, C[Si](C)(C)C=[N+]=[N-], CO, CCCCCC. The product is COC(=O)c1cc(-n2cnnc2)c(C(F)(F)F)cc1NC(C)=O. As a reaction SMILES: [C:1]([CH3:2])(=[O:3])[NH:4][c:5]1[c:6]([C:7](=[O:8])[OH:9])[cH:10][c:11](-[n:18]2[cH:19][n:20][n:21][cH:22]2)[c:12]([C:14]([F:15])([F:16])[F:17])[cH:13]1.[CH3:23][Si:24]([CH:25]=[N+:26]=[N-:27])([CH3:28])[CH3:29].[CH3:30][OH:31].[CH3:32][CH2:33][CH2:34][CH2:35][CH2:36][CH3:37]>>[C:1]([CH3:2])(=[O:3])[NH:4][c:5]1[c:6]([C:7]([O:8][CH3:23])=[O:9])[cH:10][c:11](-[n:18]2[cH:19][n:20][n:21][cH:22]2)[c:12]([C:14]([F:15])([F:16])[F:17])[cH:13]1. Reaction SMILES: [CH2:43]([Cl:44])[Cl:45].[CH2:6]([CH3:7])[CH:8]([CH2:9][CH3:10])[NH:11][c:12]1[c:13]([N+:27](=[O:28])[O-:29])[cH:14][c:15]([CH2:24][CH:25]=[O:26])[c:16]([CH:21]([CH3:22])[CH3:23])[c:17]1[N+:18](=[O:19])[O-:20].[K+:35].[Mn:30](=[O:31])([O-:32])(=[O:33])=[O:34].[Na+:41].[Na+:42].[OH2:46].[S:1](=[O:2])(=[O:3])([OH:4])[OH:5].[S:36]([O-:37])([O-:38])(=[O:39])=[S:40]>>[CH2:6]([CH3:7])[CH:8]([CH2:9][CH3:10])[NH:11][c:12]1[c:13]([N+:27](=[O:28])[O-:29])[cH:14][c:15]([CH2:24][C:25](=[O:26])[OH:31])[c:16]([CH:21]([CH3:22])[CH3:23])[c:17]1[N+:18](=[O:19])[O-:20]. The product is CCC(CC)Nc1c([N+](=O)[O-])cc(CC(=O)O)c(C(C)C)c1[N+](=O)[O-]. The reactants are ClCCl, CCC(CC)Nc1c([N+](=O)[O-])cc(CC=O)c(C(C)C)c1[N+](=O)[O-], [K+], O=[Mn](=O)(=O)[O-], [Na+], [Na+], O, O=S(=O)(O)O, O=S([O-])([O-])=S.